Task: describe an organic reaction: reactants, conditions, products, and yield. Dataset: the Open Reaction Database (ORD), a public repository of structured organic reaction records The reactants are CC1Oc2ccc(F)cc2N(CC(F)(F)F)C(=O)C1NC(=O)OC(C)(C)C, ClCCl, O=C(O)C(F)(F)F. Product: CC1Oc2ccc(F)cc2N(CC(F)(F)F)C(=O)C1N. RXN SMILES: [C:1]([O:2][C:3](=[O:4])[NH:7][CH:8]1[CH:9]([CH3:26])[O:10][c:11]2[c:12]([cH:21][c:22]([F:25])[cH:23][cH:24]2)[N:13]([CH2:16][C:17]([F:18])([F:19])[F:20])[C:14]1=[O:15])([CH3:5])([CH3:6])[CH3:27].[Cl:35][CH2:36][Cl:37].[OH:28][C:29]([C:30]([F:31])([F:32])[F:33])=[O:34]>>[NH2:7][CH:8]1[CH:9]([CH3:26])[O:10][c:11]2[c:12]([cH:21][c:22]([F:25])[cH:23][cH:24]2)[N:13]([CH2:16][C:17]([F:18])([F:19])[F:20])[C:14]1=[O:15]. The reactants are O=C([O-])[O-], ClCCl, CCC(C)=O, Cc1nccn1-c1ccc(O)cc1, [K+], [K+], OCCCl. Yields the product Cc1nccn1-c1ccc(OCCO)cc1. As a reaction SMILES: [C:18](=[O:19])([O-:20])[O-:21].[CH2:24]([Cl:25])[Cl:26].[CH2:27]([C:28]([CH3:29])=[O:30])[CH3:31].[CH3:1][c:2]1[n:3](-[c:7]2[cH:8][cH:9][c:10]([OH:13])[cH:11][cH:12]2)[cH:4][cH:5][n:6]1.[K+:22].[K+:23].[OH:14][CH2:15][CH2:16][Cl:17]>>[CH3:1][c:2]1[n:3](-[c:7]2[cH:8][cH:9][c:10]([O:13][CH2:16][CH2:15][OH:14])[cH:11][cH:12]2)[cH:4][cH:5][n:6]1.